The task is: describe an organic reaction: reactants, conditions, products, and yield. This data is from the Open Reaction Database (ORD), a public repository of structured organic reaction records. Reactants: C=CCBr, C1CCOC1, C[Si](C)(C)[N-][Si](C)(C)C, [Li+], O=C1OC2CC=CC2C1Cc1ccc2ccccc2c1. Product: C=CCC1(Cc2ccc3ccccc3c2)C(=O)OC2CC=CC21. Reaction SMILES: [CH2:31]([CH:32]=[CH2:33])[Br:34].[CH2:35]1[O:36][CH2:37][CH2:38][CH2:39]1.[CH3:21][Si:22]([N-:23][Si:24]([CH3:25])([CH3:26])[CH3:27])([CH3:28])[CH3:29].[Li+:30].[cH:1]1[c:2]([CH2:11][CH:12]2[CH:13]3[CH:14]([O:15][C:16]2=[O:17])[CH2:18][CH:19]=[CH:20]3)[cH:3][cH:4][c:5]2[cH:6][cH:7][cH:8][cH:9][c:10]12>>[cH:1]1[c:2]([CH2:11][C:12]2([CH2:33][CH:32]=[CH2:31])[CH:13]3[CH:14]([O:15][C:16]2=[O:17])[CH2:18][CH:19]=[CH:20]3)[cH:3][cH:4][c:5]2[cH:6][cH:7][cH:8][cH:9][c:10]12. Starting materials: OCCSCCC(=O)OC (Methyl 3-(2-hydroxyethylthio)-propionate), Ice water, C(C)OCC (diethyl ether), P(Br)(Br)Br (phosphorus tribromide). Run in N1=CC=CC=C1 (pyridine). Reaction conditions: time 5 hour. The product is BrCCSCCC(=O)OC (methyl 3-(2-bromoethylthio)-propionate). Reaction SMILES: O[CH2:2][CH2:3][S:4][CH2:5][CH2:6][C:7]([O:9][CH3:10])=[O:8].C(OCC)C.P(Br)(Br)[Br:17]>N1C=CC=CC=1>[Br:17][CH2:2][CH2:3][S:4][CH2:5][CH2:6][C:7]([O:9][CH3:10])=[O:8]. Procedure details: 8.2 g. of this ester are dissolved in 27 ml. anhydrous diethyl ether, 0.8 ml. pyridine is added thereto and then 1.9 ml. phosphorus tribromide is added dropwise, while cooling with ice. The reaction mixture is subsequently stirred for 5 hours at ambient temperature. Ice water is then added thereto, followed by extraction with diethyl ether. The extract is washed with water, dried and evaporated to give 10.1 g. of an oil which is chromatographed with 480 g. of silica gel, using ligroin-diethyl et... The reactants are CC1(NC(CC(C1)NC1=NC=CC(=N1)C1=CC2=C(S1)C=C(C=C2)O)(C)C)C (2-[2-(2,2,6,6-Tetramethyl-piperidin-4-ylamino)-pyrimidin-4-yl]-benzo[b]thiophen-6-ol), O (water), [H-].[Na+] (sodium hydride), C(C=C)Br (allylbromide). Run in CN(C=O)C (dimethylformamide). Reaction conditions: temperature 100 celsius, time 2 hour. The product is C(C=C)OC=1C=CC2=C(SC(=C2)C2=NC(=NC=C2)NC2CC(NC(C2)(C)C)(C)C)C1 ([4-(6-Allyloxy-benzo[b]thiophen-2-yl)-pyrimidin-2-yl]-(2,2,6,6-tetramethyl-piperidin-4-yl)-amine). RXN SMILES: [CH3:1][C:2]1([CH3:27])[CH2:7][CH:6]([NH:8][C:9]2[N:14]=[C:13]([C:15]3[S:19][C:18]4[CH:20]=[C:21]([OH:24])[CH:22]=[CH:23][C:17]=4[CH:16]=3)[CH:12]=[CH:11][N:10]=2)[CH2:5][C:4]([CH3:26])([CH3:25])[NH:3]1.[H-].[Na+].[CH2:30](Br)[CH:31]=[CH2:32].O>CN(C)C=O>[CH2:32]([O:24][C:21]1[CH:22]=[CH:23][C:17]2[CH:16]=[C:15]([C:13]3[CH:12]=[CH:11][N:10]=[C:9]([NH:8][CH:6]4[CH2:7][C:2]([CH3:27])([CH3:1])[NH:3][C:4]([CH3:26])([CH3:25])[CH2:5]4)[N:14]=3)[S:19][C:18]=2[CH:20]=1)[CH:31]=[CH2:30] |f:1.2|. Reported procedure: Compound of Example 153 (191 mg, 0.5 mmol) was suspended in 2 ml dimethylformamide. 24 mg (0.5 mmol) sodium hydride was added in small portions at room temperature. After 15 minutes 72 mg (0.6 mmol) allylbromide was added and the mixture was stirred at 100° C. for 2 hours. Then the cooled solution was poured on 200 ml water and extracted with EtOAc. The crude was purified by chromatography on silicagel (DCM/MeOH/ammonia:9/1/0.1). Yield: 110 mg (52%). Procedure: Methanol (21 mL) and acetone (2.6 mL) were added to 1-{4-amino-2-[(aminooxy)methyl]-1H-imidazo[4,5-c][1,5]naphthyridin-1-yl}-2-methylpropan-2-ol (1.31 g, 4.3 mmol). The reaction was stirred for 15 minutes then concentrated under reduced pressure. The crude product was purified by flash chromatography (silica gel, eluted with 0.7% methanol in chloroform) followed by recrystallization from acetonitrile/water to yield 0.56 g of acetone O-{[4-amino-1-(2-hydroxy-2-methylpropyl)-1H-imidazo[4,5-c]-1,5-... Starting materials: CO (Methanol), NC1=NC=2C=CC=NC2C2=C1N=C(N2CC(C)(O)C)CON (1-{4-amino-2-[(aminooxy)methyl]-1H-imidazo[4,5-c][1,5]naphthyridin-1-yl}-2-methylpropan-2-ol), CC(=O)C (acetone). RXN SMILES: CO.[NH2:3][C:4]1[C:13]2[N:14]=[C:15]([CH2:22][O:23][NH2:24])[N:16]([CH2:17][C:18]([CH3:21])([OH:20])[CH3:19])[C:12]=2[C:11]2[N:10]=[CH:9][CH:8]=[CH:7][C:6]=2[N:5]=1.[CH3:25][C:26]([CH3:28])=O>>[NH2:3][C:4]1[C:13]2[N:14]=[C:15]([CH2:22][O:23][N:24]=[C:26]([CH3:28])[CH3:25])[N:16]([CH2:17][C:18]([OH:20])([CH3:19])[CH3:21])[C:12]=2[C:11]2[N:10]=[CH:9][CH:8]=[CH:7][C:6]=2[N:5]=1. Conditions: time 15 minute. The product is NC1=NC=2C=CC=NC2C2=C1N=C(N2CC(C)(C)O)CON=C(C)C (acetone O-{[4-amino-1-(2-hydroxy-2-methylpropyl)-1H-imidazo[4,5-c]-1,5-naphthyridin-2-yl]methyl}oxime). The reactants are C(C)(=O)OCC (ethyl acetate), O (water), C1(=CC=CC=C1)P(C1=CC=CC=C1)C1=CC=CC=C1 (triphenylphosphine), N(=[N+]=[N-])[C@H]1CC[C@]23[C@](CC4=C(C=5CN(C(C5C=C4OCC4=CC=CC=C4)=O)C(=O)OC(C)(C)C)O2)([C@H](CC[C@H]3C1(C)C)C)C ((6aR,7S,9aS,11S,13aS)-11-azido-5-benzyloxy-2-(t-butoxycarbonyl)-2,3,6,6a,7,8,9,9a,10,11,12,13-dodecahydro-6a,7,10,10-tetramethyl-3-oxo-1H-benzo[8,8a][1]benzopyrano[2,3-e]isoindole). Run in C1CCOC1 (THF). Yields the product N[C@H]1CC[C@]23[C@](CC4=C(C=5CN(C(C5C=C4OCC4=CC=CC=C4)=O)C(=O)OC(C)(C)C)O2)([C@H](CC[C@H]3C1(C)C)C)C ((6aR,7S,9aS,11S,13aS)-11-amino-5-benzyloxy-2-(t-butoxycarbonyl)-2,3,6,6a,7,8,9,9a,10,11,12,13-dodecahydro-6a,7,10,10-tetramethyl-3-oxo-1H-benzo[8,8a][1]benzopyrano[2,3-e]isoindole). The yield is 91.2%. As a reaction SMILES: [N:1]([C@@H:4]1[C:40]([CH3:42])([CH3:41])[C@H:39]2[C@@:7]3([O:35][C:11]4[C:12]5[CH2:13][N:14]([C:28]([O:30][C:31]([CH3:34])([CH3:33])[CH3:32])=[O:29])[C:15](=[O:27])[C:16]=5[CH:17]=[C:18]([O:19][CH2:20][C:21]5[CH:26]=[CH:25][CH:24]=[CH:23][CH:22]=5)[C:10]=4[CH2:9][C@:8]3([CH3:44])[C@@H:36]([CH3:43])[CH2:37][CH2:38]2)[CH2:6][CH2:5]1)=[N+]=[N-].O.C1(P(C2C=CC=CC=2)C2C=CC=CC=2)C=CC=CC=1.C(OCC)(=O)C>C1COCC1>[NH2:1][C@@H:4]1[C:40]([CH3:42])([CH3:41])[C@H:39]2[C@@:7]3([O:35][C:11]4[C:12]5[CH2:13][N:14]([C:28]([O:30][C:31]([CH3:34])([CH3:33])[CH3:32])=[O:29])[C:15](=[O:27])[C:16]=5[CH:17]=[C:18]([O:19][CH2:20][C:21]5[CH:26]=[CH:25][CH:24]=[CH:23][CH:22]=5)[C:10]=4[CH2:9][C@:8]3([CH3:44])[C@@H:36]([CH3:43])[CH2:37][CH2:38]2)[CH2:6][CH2:5]1. Procedure: To the above Compound (44) (300 mg, 0.50 mmol) dissolved in 10 ml of THF were added 1.0 ml of water and 270 mg (1.03 mmol) of triphenylphosphine. The mixture was heated to reflux for 24 hours. After the addition of ethyl acetate, it was dried over anhydrous magnesium sulfate, and concentrated under reduced pressure. The residue was loaded onto a silica gel column (silica gel 20 g), followed by elution with 60 ml of ethyl acetate to remove nonpolar fractions. The polar fractions eluted with 120 m...